This data is from the Open Reaction Database (ORD), a public repository of structured organic reaction records. The task is: describe an organic reaction: reactants, conditions, products, and yield Procedure details: 1-Benzyl-4-[4-(3-methyl-butoxy)-benzenesulfonyl]-piperidine-4-carboxylic acid ethyl ester was prepared according to the general method outlined in example 83 starting from [4-(3- methyl-butoxy)-phenylsulfonyl]-acetic acid ethyl ester (6.2 g, 20 mmol) and bis-(2-chloro-ethyl)-benzyl amine (6.44 g, 24 mmol). Yield 8 g (84%); yellow oil; MS: 474 (M+H)+ Starting materials: C(C)OC(CS(=O)(=O)C1=CC=C(C=C1)OCCC(C)C)=O ([4-(3- methyl-butoxy)-phenylsulfonyl]-acetic acid ethyl ester), ClCCN(CC1=CC=CC=C1)CCCl (bis-(2-chloro-ethyl)-benzyl amine). As a reaction SMILES: [CH2:1]([O:3][C:4](=[O:21])[CH2:5][S:6]([C:9]1[CH:14]=[CH:13][C:12]([O:15][CH2:16][CH2:17][CH:18]([CH3:20])[CH3:19])=[CH:11][CH:10]=1)(=[O:8])=[O:7])[CH3:2].Cl[CH2:23][CH2:24][N:25]([CH2:33][CH2:34]Cl)[CH2:26][C:27]1[CH:32]=[CH:31][CH:30]=[CH:29][CH:28]=1>>[CH2:1]([O:3][C:4]([C:5]1([S:6]([C:9]2[CH:10]=[CH:11][C:12]([O:15][CH2:16][CH2:17][CH:18]([CH3:20])[CH3:19])=[CH:13][CH:14]=2)(=[O:7])=[O:8])[CH2:23][CH2:24][N:25]([CH2:26][C:27]2[CH:32]=[CH:31][CH:30]=[CH:29][CH:28]=2)[CH2:33][CH2:34]1)=[O:21])[CH3:2]. Product: C(C)OC(=O)C1(CCN(CC1)CC1=CC=CC=C1)S(=O)(=O)C1=CC=C(C=C1)OCCC(C)C (1-Benzyl-4-[4-(3-methyl-butoxy)-benzenesulfonyl]-piperidine-4-carboxylic acid ethyl ester). The reactants are CC(Br)CCN1c2ccccc2N(c2ccccc2F)S1(=O)=O, O=C1NC(=O)c2ccccc21, CNN, [K]. The product is CC(N)CCN1c2ccccc2N(c2ccccc2F)S1(=O)=O. As a reaction SMILES: [Br:1][CH:2]([CH2:3][CH2:4][N:5]1[S:6](=[O:21])(=[O:22])[N:7]([c:14]2[c:15]([F:20])[cH:16][cH:17][cH:18][cH:19]2)[c:8]2[c:9]1[cH:10][cH:11][cH:12][cH:13]2)[CH3:23].[C:24]1(=[O:25])[NH:28][C:26](=[O:27])[c:29]2[cH:30][cH:31][cH:32][cH:33][c:34]21.[CH3:36][NH:37][NH2:38].[K:35]>>[CH:2]([CH2:3][CH2:4][N:5]1[S:6](=[O:21])(=[O:22])[N:7]([c:14]2[c:15]([F:20])[cH:16][cH:17][cH:18][cH:19]2)[c:8]2[c:9]1[cH:10][cH:11][cH:12][cH:13]2)([CH3:23])[NH2:28]. The reactants are O=CCc1ccccc1, Oc1cccc(CCNc2ccc(Cl)cc2)c1, ClCCl, O=C(O)C(F)(F)F. Yields the product Oc1ccc2c(c1)CCN(c1ccc(Cl)cc1)C2Cc1ccccc1. As a reaction SMILES: [CH:18](=[O:19])[CH2:20][c:21]1[cH:22][cH:23][cH:24][cH:25][cH:26]1.[Cl:1][c:2]1[cH:3][cH:4][c:5]([NH:8][CH2:9][CH2:10][c:11]2[cH:12][c:13]([OH:17])[cH:14][cH:15][cH:16]2)[cH:6][cH:7]1.[Cl:34][CH2:35][Cl:36].[OH:27][C:28]([C:29]([F:30])([F:31])[F:32])=[O:33]>>[Cl:1][c:2]1[cH:3][cH:4][c:5]([N:8]2[CH2:9][CH2:10][c:11]3[cH:12][c:13]([OH:17])[cH:14][cH:15][c:16]3[CH:18]2[CH2:20][c:21]2[cH:22][cH:23][cH:24][cH:25][cH:26]2)[cH:6][cH:7]1. The reactants are O=C(Cl)c1c(F)c(F)c(F)c(F)c1F, CN1CCC(C(=O)c2cccc(N)c2)CC1, C1CCOC1. Yields the product CN1CCC(C(=O)c2cccc(NC(=O)c3c(F)c(F)c(F)c(F)c3F)c2)CC1. RXN SMILES: [F:17][c:18]1[c:19]([F:20])[c:21]([F:22])[c:23]([C:24]([Cl:25])=[O:26])[c:27]([F:28])[c:29]1[F:30].[NH2:1][c:2]1[cH:3][c:4]([C:5](=[O:6])[CH:7]2[CH2:8][CH2:9][N:10]([CH3:13])[CH2:11][CH2:12]2)[cH:14][cH:15][cH:16]1.[O:31]1[CH2:32][CH2:33][CH2:34][CH2:35]1>>[NH:1]([c:2]1[cH:3][c:4]([C:5](=[O:6])[CH:7]2[CH2:8][CH2:9][N:10]([CH3:13])[CH2:11][CH2:12]2)[cH:14][cH:15][cH:16]1)[C:24]([c:23]1[c:21]([F:22])[c:19]([F:20])[c:18]([F:17])[c:29]([F:30])[c:27]1[F:28])=[O:26]. The reactants are S1C2=C(C=C1NC=C1C(OC(OC1=O)(C)C)=O)CCC2 (5-[([4H,5H,6H-cyclopenta[b]thiophen-2-yl]amino)methylidene]-2,2-dimethyl-1,3-dioxane-4,6-dione), ClCCl.CO (dichloromethane methanol). Run in O(C1=CC=CC=C1)C1=CC=CC=C1 (phenoxybenzene). Product: C1=2C=3CCCC3SC2N=CC=C1O (7-thia-9-azatricyclo[6.4.0.0^[2,6]]dodeca-1(8),2(6),9,11-tetraen-12-ol). Yield: 79.6%. RXN SMILES: [S:1]1[C:5]([NH:6][CH:7]=[C:8]2[C:13](=[O:14])OC(C)(C)OC2=O)=[CH:4][C:3]2[CH2:18][CH2:19][CH2:20][C:2]1=2.ClCCl.CO>O(C1C=CC=CC=1)C1C=CC=CC=1>[C:4]12[C:13]([OH:14])=[CH:8][CH:7]=[N:6][C:5]=1[S:1][C:2]1[CH2:20][CH2:19][CH2:18][C:3]2=1 |f:1.2|. Procedure: A solution of 5-[([4H,5H,6H-cyclopenta[b]thiophen-2-yl]amino)methylidene]-2,2-dimethyl-1,3-dioxane-4,6-dione (540 mg, 1.84 mmol, 1.00 equiv) in phenoxybenzene (5 mL) was heated at 220° C. for 30 min under nitrogen. After cooling to room temperature, the residue was applied onto a silica gel column with dichloromethane/methanol (10:1) to give the desired 7-thia-9-azatricyclo[6.4.0.0^[2,6]]dodeca-1(8),2(6),9,11-tetraen-12-ol (0.28 g, 80%) as a brown solid. MS (ES): m/z 192 (M+H)+. Reactants: C(C)(=O)N[C@@H]1[C@H](C=C(O[C@H]1C(N(CCC)CCC)=O)C(=O)OC(C1=CC=CC=C1)C1=CC=CC=C1)NCC(C(F)(F)F)=O ((4S,5R,6R)-5-acetylamino-6-(dipropylcarbamoyl)-4-(2,2,2-trifluoroacetylmethylamino)-5,6-dihydro-4H-pyran-2-carboxylic acid, benzhydryl ester), FC(C(=O)O)(F)F (trifluoroacetic acid). The solvent is ClCCl (dichloromethane). Conditions: temperature 23 celsius, time 18 hour. The product is FC(C(=O)O)(F)F.C(C)(=O)N[C@@H]1[C@H](C=C(O[C@H]1C(N(CCC)CCC)=O)C(=O)O)NC ((4S,5R,6R)-5-Acetylamino-6-(dipropylcarbamoyl)-4-methylamino-5,6-dihydro-4H-pyran-2-carboxylic acid, trifluoroacetate salt). As a reaction SMILES: [C:1]([NH:4][C@H:5]1[C@H:10]([C:11](=[O:19])[N:12]([CH2:16][CH2:17][CH3:18])[CH2:13][CH2:14][CH3:15])[O:9][C:8]([C:20]([O:22]C(C2C=CC=CC=2)C2C=CC=CC=2)=[O:21])=[CH:7][C@@H:6]1[NH:36][CH2:37]C(=O)C(F)(F)F)(=[O:3])[CH3:2].[F:44][C:45]([F:50])([F:49])[C:46]([OH:48])=[O:47]>ClCCl>[F:44][C:45]([F:50])([F:49])[C:46]([OH:48])=[O:47].[C:1]([NH:4][C@H:5]1[C@H:10]([C:11](=[O:19])[N:12]([CH2:16][CH2:17][CH3:18])[CH2:13][CH2:14][CH3:15])[O:9][C:8]([C:20]([OH:22])=[O:21])=[CH:7][C@@H:6]1[NH:36][CH3:37])(=[O:3])[CH3:2] |f:3.4|. Procedure: A solution of (4S,5R,6R)-5-acetylamino-6-(dipropylcarbamoyl)-4-(2,2,2-trifluoroacetylmethylamino)-5,6-dihydro-4H-pyran-2-carboxylic acid, benzhydryl ester (0.430 g) in dichloromethane (2.5 ml) and trifluoroacetic acid (2.5 ml) was stirred at 23° C. for 2 hours. The solvent was removed in vacuo and the residue was azeotroped with toluene (2×25 ml). The residue was taken up in a water/methanol mixture (20 ml, 1:1 v/v) and stirred at 23° C. with potassium carbonate (1.0 g) for 18 hours. The solvent...